From a dataset of the Open Reaction Database (ORD), a public repository of structured organic reaction records. describe an organic reaction: reactants, conditions, products, and yield The reactants are Cl (HCl), [Cl-].[Al+3].[Cl-].[Cl-] (Aluminum chloride), COC1=CC2=CC=C(C=C2C=C1)S(=O)(=O)C (2-methoxy-6-methylsulfonylnaphthalene), FC1=CC=C(C=C1)S(=O)(=O)Cl (4-fluorobenzenesulfonyl chloride). The solvent is ClCCCl (1,2 dichloroethane). The product is FC1=CC=C(C=C1)S(=O)(=O)C1=C2C=CC(=CC2=CC=C1OC)S(=O)(=O)C (5-(4-fluoro-phenylsulfonyl)-6-methoxy-2-methylsulfonylnaphthalene). Isolated yield 6.0%. As a reaction SMILES: [Cl-].[Al+3].[Cl-].[Cl-].[CH3:5][O:6][C:7]1[CH:16]=[CH:15][C:14]2[C:9](=[CH:10][CH:11]=[C:12]([S:17]([CH3:20])(=[O:19])=[O:18])[CH:13]=2)[CH:8]=1.[F:21][C:22]1[CH:27]=[CH:26][C:25]([S:28](Cl)(=[O:30])=[O:29])=[CH:24][CH:23]=1.Cl>ClCCCl>[F:21][C:22]1[CH:27]=[CH:26][C:25]([S:28]([C:8]2[C:7]([O:6][CH3:5])=[CH:16][CH:15]=[C:14]3[C:9]=2[CH:10]=[CH:11][C:12]([S:17]([CH3:20])(=[O:19])=[O:18])=[CH:13]3)(=[O:30])=[O:29])=[CH:24][CH:23]=1 |f:0.1.2.3|. Procedure details: Aluminum chloride (1.13 g, 8.46 mmol) was added to a solution of 2-methoxy-6-methylsulfonylnaphthalene (1.0 g, 4.2 mmol) [prepared as described in example 2 above], and 4-fluorobenzenesulfonyl chloride (1.65 g, 8.46 mmol) in 1,2 dichloroethane (40 ml). The reaction mixture was heated at reflux for 16 h, and then poured into 2N HCl and extracted into methylene chloride. The organic layer was separated, washed with water and brine, and dried over sodium sulfate. Purification by flash chromatograph... The reactants are Cl (HCl), CC(CC1=CC=C(C=C1)C1CCNCC1)NC(C)=O (N-[1-methyl-2-(4-piperidin-4-yl-phenyl)-ethyl]-acetamide), BrC1=CC=C(C=C1)OCC (1-bromo-4-ethoxy-benzene), sodium tert-butyrat, CC(C)C1=CC(=C(C(=C1)C(C)C)C2=C(C=CC=C2)P(C3CCCCC3)C4CCCCC4)C(C)C (X-Phos), N (ammonia). The reagents and catalysts are C(C)(=O)[O-].[Pd+2].C(C)(=O)[O-] (palladium(II) acetate). The solvent is C1(=CC=CC=C1)C.C(C)(C)(C)O (Toluene tert-butanol). Run at temperature 150 celsius, time 10 minute. Yields the product C(C)OC1=CC=C(C=C1)N1CCC(CC1)C1=CC=C(C=C1)CC(C)NC(C)=O (N-(2-{4-[1-(4-Ethoxy-phenyl)-piperidin-4-yl]-phenyl}-1-methyl-ethyl)-acetamide). Reaction SMILES: [CH3:1][CH:2]([NH:16][C:17](=[O:19])[CH3:18])[CH2:3][C:4]1[CH:9]=[CH:8][C:7]([CH:10]2[CH2:15][CH2:14][NH:13][CH2:12][CH2:11]2)=[CH:6][CH:5]=1.Br[C:21]1[CH:26]=[CH:25][C:24]([O:27][CH2:28][CH3:29])=[CH:23][CH:22]=1.CC(C1C=C(C(C)C)C(C2C=CC=CC=2P(C2CCCCC2)C2CCCCC2)=C(C(C)C)C=1)C.Cl.N>C([O-])(=O)C.[Pd+2].C([O-])(=O)C.C1(C)C=CC=CC=1.C(O)(C)(C)C>[CH2:28]([O:27][C:24]1[CH:25]=[CH:26][C:21]([N:13]2[CH2:12][CH2:11][CH:10]([C:7]3[CH:6]=[CH:5][C:4]([CH2:3][CH:2]([NH:16][C:17](=[O:19])[CH3:18])[CH3:1])=[CH:9][CH:8]=3)[CH2:15][CH2:14]2)=[CH:22][CH:23]=1)[CH3:29] |f:5.6.7,8.9|. Procedure details: 3.0 mL Toluene/tert-butanol (5:1) are added to a mixture of 130 mg (0.50 mmol) N-[1-methyl-2-(4-piperidin-4-yl-phenyl)-ethyl]-acetamide (VIII.1), 100 mg (0.50 mmol) 1-bromo-4-ethoxy-benzene, 80 mg (0.83 mmol) sodium tert-butyrat, 20 mg (0.040 mmol) X-Phos and 10 mg (0.040 mmol) palladium(II) acetate. The mixture is stirred for 10 min at 150° C. under microwave irradiation in a sealed tube. After that time, the mixture is poured into 1 mL 0.1 N HCl. 1 mL conc. ammonia is added and the mixture is ... Starting materials: FC(S(=O)(=O)OC=1C=NC=C(C1)C)(F)F (5-methyl-3-pyridinyl trifluoromethanesulfonate), C(=O)([O-])[O-].[Na+].[Na+] (Na2CO3), CC1(OB(OC1(C)C)C=1C=C2C[C@H](CC2=CC1)NS(=O)(=O)C(C)C)C (N-[(2S)-5-(4,4,5,5-tetramethyl-1,3,2-dioxaborolan-2-yl)-2,3-dihydro-1H-inden-2-yl]-2-propanesulfonamide). Reagents/catalysts: C=1C=CC(=CC1)[P](C=2C=CC=CC2)(C=3C=CC=CC3)[Pd]([P](C=4C=CC=CC4)(C=5C=CC=CC5)C=6C=CC=CC6)([P](C=7C=CC=CC7)(C=8C=CC=CC8)C=9C=CC=CC9)[P](C=1C=CC=CC1)(C=1C=CC=CC1)C=1C=CC=CC1 (Pd(PPh3)4). Run in O (water), O1CCOCC1 (1,4 dioxane). The product is CC=1C=C(C=NC1)C=1C=C2C[C@H](CC2=CC1)NS(=O)(=O)C(C)C (N-[(2S)-5-(5-methyl-3-pyridinyl)-2,3-dihydro-1H-inden-2-yl]-2-propanesulfonamide). As a reaction SMILES: CC1(C)C(C)(C)OB([C:9]2[CH:10]=[C:11]3[C:15](=[CH:16][CH:17]=2)[CH2:14][C@H:13]([NH:18][S:19]([CH:22]([CH3:24])[CH3:23])(=[O:21])=[O:20])[CH2:12]3)O1.FC(F)(F)S(O[C:32]1[CH:33]=[N:34][CH:35]=[C:36]([CH3:38])[CH:37]=1)(=O)=O.C([O-])([O-])=O.[Na+].[Na+]>O1CCOCC1.O.C1C=CC([P]([Pd]([P](C2C=CC=CC=2)(C2C=CC=CC=2)C2C=CC=CC=2)([P](C2C=CC=CC=2)(C2C=CC=CC=2)C2C=CC=CC=2)[P](C2C=CC=CC=2)(C2C=CC=CC=2)C2C=CC=CC=2)(C2C=CC=CC=2)C2C=CC=CC=2)=CC=1>[CH3:38][C:36]1[CH:37]=[C:32]([C:9]2[CH:10]=[C:11]3[C:15](=[CH:16][CH:17]=2)[CH2:14][C@H:13]([NH:18][S:19]([CH:22]([CH3:23])[CH3:24])(=[O:20])=[O:21])[CH2:12]3)[CH:33]=[N:34][CH:35]=1 |f:2.3.4,^1:57,59,78,97|. Procedure: To a solution of N-[(2S)-5-(4,4,5,5-tetramethyl-1,3,2-dioxaborolan-2-yl)-2,3-dihydro-1H-inden-2-yl]-2-propanesulfonamide (250 mg, 0.68 mmol) in dry 1,4 dioxane (5 ml), polymer supported Pd(PPh3)4 (70 mg, 0.11 mmol/g, 0.0068 mmol) was added along with 5-methyl-3-pyridinyl trifluoromethanesulfonate (241 mg, 1.026 mmol) and 680 μl of a 2M Na2CO3 solution in water and the resulting mixture was heated at 90° degrees for 3 hours. Then after cooling the resin was removed by filtration and then the solv... Starting materials: O=C1CCC(=O)N1Br, O=C(OOC(=O)c1ccccc1)c1ccccc1, Cc1cccc2cc3c(cc12)oc1ccccc13, ClC(Cl)(Cl)Cl. The product is BrCc1cccc2cc3c(cc12)oc1ccccc13. As a reaction SMILES: [Br:19][N:20]1[C:21](=[O:22])[CH2:23][CH2:24][C:25]1=[O:26].[C:27]([O:28][O:29][C:30](=[O:31])[c:32]1[cH:33][cH:34][cH:35][cH:36][cH:37]1)(=[O:38])[c:39]1[cH:40][cH:41][cH:42][cH:43][cH:44]1.[CH3:1][c:2]1[c:3]2[cH:4][c:5]3[c:6]([c:7]4[c:8]([o:9]3)[cH:10][cH:11][cH:12][cH:13]4)[cH:14][c:15]2[cH:16][cH:17][cH:18]1.[Cl:45][C:46]([Cl:47])([Cl:48])[Cl:49]>>[CH2:1]([c:2]1[c:3]2[cH:4][c:5]3[c:6]([c:7]4[c:8]([o:9]3)[cH:10][cH:11][cH:12][cH:13]4)[cH:14][c:15]2[cH:16][cH:17][cH:18]1)[Br:19].